From a dataset of the Open Reaction Database (ORD), a public repository of structured organic reaction records. describe an organic reaction: reactants, conditions, products, and yield Reactants: ice, C(C1=CC=CC=C1)OC(=O)N[C@H]1[C@@H](OCC2=CC=CC=C2)O[C@@H]([C@H]([C@@H]1O)O)CO (benzyl 2-benzyloxycarbonylamino-2-desoxy-α-D-glucopyranoside), C1(=CC=C(C=C1)S(=O)(=O)Cl)C (p-tolylsulfonyl chloride), ClCCl (dichloromethane). Run in N1=CC=CC=C1 (pyridine), 30. Run at time 4 hour. The product is C(C1=CC=CC=C1)OC(=O)N[C@H]1[C@@H](OCC2=CC=CC=C2)O[C@@H]([C@H]([C@@H]1O)O)COS(=O)(=O)C1=CC=C(C=C1)C (benzyl 2-benzyloxycarbonylamino-2-desoxy-6-O-(p-tolyl-sulfonyl)-α-D-glucopyranoside). RXN SMILES: [CH2:1]([O:8][C:9]([NH:11][C@@H:12]1[C@@H:25]([OH:26])[C@H:24]([OH:27])[C@@H:23]([CH2:28][OH:29])[O:22][C@@H:13]1[O:14][CH2:15][C:16]1[CH:21]=[CH:20][CH:19]=[CH:18][CH:17]=1)=[O:10])[C:2]1[CH:7]=[CH:6][CH:5]=[CH:4][CH:3]=1.[C:30]1([CH3:40])[CH:35]=[CH:34][C:33]([S:36](Cl)(=[O:38])=[O:37])=[CH:32][CH:31]=1.ClCCl>N1C=CC=CC=1>[CH2:1]([O:8][C:9]([NH:11][C@@H:12]1[C@@H:25]([OH:26])[C@H:24]([OH:27])[C@@H:23]([CH2:28][O:29][S:36]([C:33]2[CH:34]=[CH:35][C:30]([CH3:40])=[CH:31][CH:32]=2)(=[O:38])=[O:37])[O:22][C@@H:13]1[O:14][CH2:15][C:16]1[CH:21]=[CH:20][CH:19]=[CH:18][CH:17]=1)=[O:10])[C:2]1[CH:7]=[CH:6][CH:5]=[CH:4][CH:3]=1. Procedure: A solution of 30 g of benzyl 2-benzyloxycarbonylamino-2-desoxy-α-D-glucopyranoside (Heyns and Paulsen, Chem. Ber. 88, 188 (1955)) in 116 ml of pyridine was treated at 0° C. with a solution of 19.85 g of p-tolylsulfonyl chloride in 30 ml of 30 dichloromethane and stirred at room temperature for 4 hours. Then, the mixture was poured into ice-cold 2N sulfuric acid and extracted with dichloromethane. The organic phases were washed with aqueous sodium hydrogen carbonate solution, dried over magnesium... Starting materials: ice, CS(=O)(=O)NC1=CC(=C(CN)C=C1C=C)OC (4-methanesulfonylamino-2-methoxy-5-vinyl-benzylamine), Cl (HCl), crude residue, FC(C(=O)O)(F)F (trifluoroacetic acid), C[N+]1(CCOCC1)C2=NC(=NC(=N2)OC)OC.[Cl-] (DMTMM), C(C)(C)(C)C1=CC=C(C=C1)C=CC(=O)O (3-(4-tert-butyl-phenyl)-acrylic acid). The solvent is C(C)N(CC)CC (triethylamine), C(Cl)Cl (methylene chloride), C(Cl)Cl (methylene chloride). Conditions: time 2 day. The product is C(C)(C)(C)C1=CC=C(C=C1)C=CC(=O)NCC1=C(C=C(C(=C1)C=C)NS(=O)(=O)C)OC (3-(4-tert-Butyl-phenyl)-N-(4-methanesulfonylamino-2-methoxy-5-vinyl-benzyl)-acrylamide). The yield is 19.0%. RXN SMILES: [CH3:1][S:2]([NH:5][C:6]1[C:13]([CH:14]=[CH2:15])=[CH:12][C:9]([CH2:10][NH2:11])=[C:8]([O:16][CH3:17])[CH:7]=1)(=[O:4])=[O:3].Cl.FC(F)(F)C(O)=O.[C:26]([C:30]1[CH:35]=[CH:34][C:33]([CH:36]=[CH:37][C:38](O)=[O:39])=[CH:32][CH:31]=1)([CH3:29])([CH3:28])[CH3:27].C[N+]1(C2N=C(OC)N=C(OC)N=2)CCOCC1.[Cl-]>C(Cl)Cl.C(N(CC)CC)C>[C:26]([C:30]1[CH:31]=[CH:32][C:33]([CH:36]=[CH:37][C:38]([NH:11][CH2:10][C:9]2[CH:12]=[C:13]([CH:14]=[CH2:15])[C:6]([NH:5][S:2]([CH3:1])(=[O:4])=[O:3])=[CH:7][C:8]=2[O:16][CH3:17])=[O:39])=[CH:34][CH:35]=1)([CH3:29])([CH3:27])[CH3:28] |f:4.5|. Procedure: To a ice-cooled solution of 4-methanesulfonylamino-2-methoxy-5-vinyl-benzylamine and HCl salt (220 mg, 0.73 mmol) prepared in the synthesis of Example 48 in methylene chloride was treated with trifluoroacetic acid (100 mg, 0.88 mmol)) for 1 hr, and then concentrated under reduced pressure. The part of the crude residue (50 mg, 0.13 mmol) was suspended in methylene chloride and treated with triethylamine followed by 3-(4-tert-butyl-phenyl)-acrylic acid (30 mg) and DMTMM (40 mg). The resulting mix... Reactants: OC1=CC=C(C=C1)NC(C)(C)C (p-hydroxyphenyl-t-butylamine), CC(CC1=CC=C(C=C1)O)(C)NCC(=O)C=1C=CC(=C(C1)CC#N)O (5-[N-(1,1-dimethyl-2-p-hydroxyphenylethyl)glycyl]-2-hydroxyphenylacetonitrile), C1(=CC=CC=C1)NC(C)(C)C (phenyl-t-butylamine), NC(=O)N (aminoketone). Product: OC1=C(C=C(C=C1)C(CNC(CC1=CC=C(C=C1)O)(C)C)O)CC#N (2-hydroxy-5-[1-hydroxy-2-[(1,1-dimethyl-2-p-hydroxyphenylethyl)amino]ethyl]benzeneacetonitrile). As a reaction SMILES: OC1C=CC(NC(C)(C)C)=CC=1.C1(NC(C)(C)C)C=CC=CC=1.NC(N)=O.[CH3:28][C:29]([NH:39][CH2:40][C:41]([C:43]1[CH:44]=[CH:45][C:46]([OH:52])=[C:47]([CH2:49][C:50]#[N:51])[CH:48]=1)=[O:42])([CH3:38])[CH2:30][C:31]1[CH:36]=[CH:35][C:34]([OH:37])=[CH:33][CH:32]=1>>[OH:52][C:46]1[CH:45]=[CH:44][C:43]([CH:41]([OH:42])[CH2:40][NH:39][C:29]([CH3:38])([CH3:28])[CH2:30][C:31]2[CH:36]=[CH:35][C:34]([OH:37])=[CH:33][CH:32]=2)=[CH:48][C:47]=1[CH2:49][C:50]#[N:51]. Reported procedure: The procedure of Example 1(c) is repeated with substitution of an equimolar amount of p-hydroxyphenyl-t-butylamine for phenyl-t-butylamine in that example. The resulting aminoketone, 5-[N-(1,1-dimethyl-2-p-hydroxyphenylethyl)glycyl]-2-hydroxyphenylacetonitrile, is reduced according to the procedure of Example 1(d) to yield 2-hydroxy-5-[1-hydroxy-2-[(1,1-dimethyl-2-p-hydroxyphenylethyl)amino]ethyl]benzeneacetonitrile. The reactants are O1COC2=C1C=CC(=C2)OC2=NC=C(C=C2C(=O)NCC2=C(C=C(O[C@@H](C(=O)O)C)C=C2)F)F ((R)-2-[4-({[2-(benzo[1,3]dioxol-5-yloxy)-5-fluoro-pyridine-3-carbonyl]-amino}-methyl)-3-fluoro-phenoxy]-propionic acid), O1COC2=C1C=CC(=C2)OC2=NC=CC=C2C(=O)NCC2=C(C=C(O[C@@H](C(=O)O)C)C=C2)F ((R)-2-[4-({[2-(benzo[1,3]dioxol-5-yloxy)-pyridine-3-carbonyl]-amino}-methyl)-3-fluoro-phenoxy]-propionic acid). Yields the product O1COC2=C1C=CC(=C2)OC2=C(C(=O)NCC1=C(C=C(C=C1)O[C@H](C)C(N)=O)F)C=C(C=N2)F ((R)-2-(Benzo[1,3]dioxol-5-yloxy)-N-[4-(1-carbamoyl-ethoxy)-2-fluoro-benzyl]-5-fluoro -nicotinamide). RXN SMILES: [O:1]1[C:5]2[CH:6]=[CH:7][C:8]([O:10][C:11]3[C:16]([C:17]([NH:19][CH2:20][C:21]4[CH:32]=[CH:31][C:24]([O:25][C@H:26]([CH3:30])[C:27](O)=[O:28])=[CH:23][C:22]=4[F:33])=[O:18])=[CH:15][C:14]([F:34])=[CH:13][N:12]=3)=[CH:9][C:4]=2[O:3][CH2:2]1.O1C2C=CC(OC3C(C(NCC4C=CC(O[C@H](C)C(O)=O)=CC=4F)=O)=CC=C[N:46]=3)=CC=2OC1>>[O:1]1[C:5]2[CH:6]=[CH:7][C:8]([O:10][C:11]3[N:12]=[CH:13][C:14]([F:34])=[CH:15][C:16]=3[C:17]([NH:19][CH2:20][C:21]3[CH:32]=[CH:31][C:24]([O:25][C@@H:26]([C:27](=[O:28])[NH2:46])[CH3:30])=[CH:23][C:22]=3[F:33])=[O:18])=[CH:9][C:4]=2[O:3][CH2:2]1. Procedure details: The compound of Formula (5.5.18) was prepared in a manner analogous to that described in Example 14, substituting (R)-2-[4-({[2-(benzo[1,3]dioxol-5-yloxy)-5-fluoro-pyridine-3-carbonyl]-amino}-methyl)-3-fluoro-phenoxy]-propionic acid for the corresponding (R)-2-[4-({[2-(benzo[1,3]dioxol-5-yloxy)-pyridine-3-carbonyl]-amino}-methyl)-3-fluoro-phenoxy]-propionic acid material. Reactants: C(C)(=O)O[BH-](OC(C)=O)OC(C)=O.[Na+] (sodium triacetoxyborohydride), C(C)NCCO (2-(ethylamino)ethanol), C(C)(=O)O (acetic acid), NC1=NC2=CC=C(C=C2C(=N1)C(=O)N1CC2=CC=CC=C2C1)C1=C(C=O)C=CC=C1 (2-[2-amino-4-(1,3-dihydroisoindole-2-carbonyl)quinazolin-6-yl]benzaldehyde). The solvent is ClCCCl (1,2-dichloroethane), O (water), O1CCCC1 (tetrahydrofuran). Conditions: temperature 60 celsius, time 6 hour. Product: NC1=NC2=CC=C(C=C2C(=N1)C(=O)N1CC2=CC=CC=C2C1)C1=C(C=CC=C1)CN(CC)CCO ([2-Amino-6-(2-{[(2-hydroxyethyl)ethylamino]methyl}phenyl)quinazolin-4-yl]-(1,3-dihydroisoindol-2-yl)methanone). RXN SMILES: [NH2:1][C:2]1[N:11]=[C:10]([C:12]([N:14]2[CH2:22][C:21]3[C:16](=[CH:17][CH:18]=[CH:19][CH:20]=3)[CH2:15]2)=[O:13])[C:9]2[C:4](=[CH:5][CH:6]=[C:7]([C:23]3[CH:30]=[CH:29][CH:28]=[CH:27][C:24]=3[CH:25]=O)[CH:8]=2)[N:3]=1.[CH2:31]([NH:33][CH2:34][CH2:35][OH:36])[CH3:32].C(O)(=O)C.C(O[BH-](OC(=O)C)OC(=O)C)(=O)C.[Na+]>ClCCCl.O1CCCC1.O>[NH2:1][C:2]1[N:11]=[C:10]([C:12]([N:14]2[CH2:15][C:16]3[C:21](=[CH:20][CH:19]=[CH:18][CH:17]=3)[CH2:22]2)=[O:13])[C:9]2[C:4](=[CH:5][CH:6]=[C:7]([C:23]3[CH:30]=[CH:29][CH:28]=[CH:27][C:24]=3[CH2:25][N:33]([CH2:34][CH2:35][OH:36])[CH2:31][CH3:32])[CH:8]=2)[N:3]=1 |f:3.4|. Procedure: 200 mg of 2-[2-amino-4-(1,3-dihydroisoindole-2-carbonyl)quinazolin-6-yl]benzaldehyde are dissolved in 10 ml of 1,2-dichloroethane and 10 ml of tetrahydrofuran. 99 μl of 2-(ethylamino)ethanol and 29 μl of glacial acetic acid are added, and the mixture is stirred at 60° C. for 6 h. After cooling to 25° C., 226 mg of sodium triacetoxyborohydride are added and stirred at 25° C. for a further 12 h. The mixture is poured into water, extracted three times with dichloromethane, and the combined organic ... Reactants: S1N=C(C2=C1C=CC=C2)N2CCN(CC2)CCCON2C(CC1(CCCC1)CC2=O)O (8-[3-[4-(1,2-benzisothiazol-3-yl)-1-piperazinyl]propyloxy]-7-hydroxy-8-azaspiro[4.5]decan-9-one), FC(C(=O)O)(F)F (trifluoroacetic acid), C(Cl)Cl (CH2Cl2), C(C)[SiH](CC)CC (triethylsilane). Conditions: time 1.5 hour. Product: Cl.S1N=C(C2=C1C=CC=C2)N2CCN(CC2)CCCON2C(CC1(CCCC1)CC2)=O (8-[3-[4-(1,2-Benzisothiazol-3-yl)-1-piperazinyl]propyloxy]-8-azaspiro[4.5]decan-7-one hydrochloride). As a reaction SMILES: [S:1]1[C:5]2[CH:6]=[CH:7][CH:8]=[CH:9][C:4]=2[C:3]([N:10]2[CH2:15][CH2:14][N:13]([CH2:16][CH2:17][CH2:18][O:19][N:20]3[C:29](=O)[CH2:28][C:23]4([CH2:27][CH2:26][CH2:25][CH2:24]4)[CH2:22][CH:21]3[OH:31])[CH2:12][CH2:11]2)=[N:2]1.FC(F)(F)C(O)=O.C([SiH](CC)CC)C.C(Cl)[Cl:47]>>[ClH:47].[S:1]1[C:5]2[CH:6]=[CH:7][CH:8]=[CH:9][C:4]=2[C:3]([N:10]2[CH2:15][CH2:14][N:13]([CH2:16][CH2:17][CH2:18][O:19][N:20]3[CH2:29][CH2:28][C:23]4([CH2:27][CH2:26][CH2:25][CH2:24]4)[CH2:22][C:21]3=[O:31])[CH2:12][CH2:11]2)=[N:2]1 |f:4.5|. Procedure details: To a solution prepared from 8-[3-[4-(1,2-benzisothiazol-3-yl)-1-piperazinyl]propyloxy]-7-hydroxy-8-azaspiro[4.5]decan-9-one (4.7 g), 80 ml of CH2Cl2 and 40 ml of trifluoroacetic acid was added triethylsilane (1.8 ml) dropwise. The mixture was stirred at room temperature. After 1.5 hours, no starting material remained as judged by TLC. Reactants: C[Re](=O)(=O)=O, Cc1cc(C(C)(C)C)ccn1, ClCCl, OO. Yields the product Cc1cc(C(C)(C)C)cc[n+]1[O-]. As a reaction SMILES: [CH3:17][Re:18](=[O:19])(=[O:20])=[O:21].[CH3:1][c:2]1[n:3][cH:4][cH:5][c:6]([C:8]([CH3:9])([CH3:10])[CH3:11])[cH:7]1.[Cl:14][CH2:15][Cl:16].[OH:12][OH:13]>>[CH3:1][c:2]1[n+:3]([O-:12])[cH:4][cH:5][c:6]([C:8]([CH3:9])([CH3:10])[CH3:11])[cH:7]1.